This data is from the Open Reaction Database (ORD), a public repository of structured organic reaction records. The task is: describe an organic reaction: reactants, conditions, products, and yield Starting materials: FC1=CC=C(C=C1)N1NC(=CC1=O)C (1-(4-fluorophenyl)-3-methyl-5-pyrazolone), FC(C(C(=O)OC)=O)(F)F (methyl trifluoropyruvate). The solvent is C(Cl)(Cl)Cl (chloroform). Run at temperature 80 celsius, time 2 hour. Yields the product COC(C(C1=C(NN(C1=O)C1=CC=C(C=C1)F)C)(C(F)(F)F)O)=O (1-(4-fluorophenyl)-2,5-dihydro-α-hydroxy-3-methyl-5-oxo-α-trifluoromethyl-1H-pyrazole-4-acetic acid methyl ester), solid. As a reaction SMILES: [F:1][C:2]1[CH:7]=[CH:6][C:5]([N:8]2[C:12](=[O:13])[CH:11]=[C:10]([CH3:14])[NH:9]2)=[CH:4][CH:3]=1.[F:15][C:16]([F:24])([F:23])[C:17](=[O:22])[C:18]([O:20][CH3:21])=[O:19]>C(Cl)(Cl)Cl>[CH3:21][O:20][C:18](=[O:19])[C:17]([OH:22])([C:16]([F:24])([F:23])[F:15])[C:11]1[C:12](=[O:13])[N:8]([C:5]2[CH:4]=[CH:3][C:2]([F:1])=[CH:7][CH:6]=2)[NH:9][C:10]=1[CH3:14]. Procedure details: To a chloroform solution (5 ml) of 1-(4-fluorophenyl)-3-methyl-5-pyrazolone (96 mg, 0.5 mmol), methyl trifluoropyruvate (78 mg, 0.5 mmol) was added at room temperature and the mixture was stirred at 80° C. for 2 hours. After removing the solvent under reduced pressure, the title compound was obtained as a pale yellow solid (174 mg).